Dataset: the Open Reaction Database (ORD), a public repository of structured organic reaction records. Task: describe an organic reaction: reactants, conditions, products, and yield Reactants: ClC=1C=C2C(=NC1)C=CC1=C(C2=O)C=C(C=C1)CS(=O)(=O)NCC1=NC=CC=C1 (1-(3-Chloro-5-oxo-5H-benzo[4,5]cyclohepta[1,2-b]pyridin-7-yl)-N-(pyridin-2-ylmethyl)methanesulfonamide), CN1N=CC(=C1)B1OC(C(O1)(C)C)(C)C (1-methyl-4-(4,4,5,5-tetramethyl-1,3,2-dioxaborolan-2-yl)-1H pyrazole), [F-].[K+] (potassium fluoride), F[B-](F)(F)F.C(C)(C)(C)[PH+](C(C)(C)C)C(C)(C)C (tri-t-butylphosphonium tetrafluoroborate). Reagents/catalysts: C=1C=CC(=CC1)/C=C/C(=O)/C=C/C2=CC=CC=C2.C=1C=CC(=CC1)/C=C/C(=O)/C=C/C2=CC=CC=C2.C=1C=CC(=CC1)/C=C/C(=O)/C=C/C2=CC=CC=C2.[Pd].[Pd] (Pd2(dba)3). Solvent: CN(C)C=O (DMF). Run at temperature 130 celsius. Product: CN1N=CC(=C1)C=1C=C2C(=NC1)C=CC1=C(C2=O)C=C(C=C1)CS(=O)(=O)NCC1=NC=CC=C1 (1-[3-(1-Methyl-1H-pyrazol-4-yl)-5-oxo-5H-benzo[4,5]cyclohepta[1,2-b]pyridin-7-yl]-N-(pyridin-2-ylmethyl)methanesulfonamide). RXN SMILES: Cl[C:2]1[CH:3]=[C:4]2[C:12](=[O:13])[C:11]3[CH:14]=[C:15]([CH2:18][S:19]([NH:22][CH2:23][C:24]4[CH:29]=[CH:28][CH:27]=[CH:26][N:25]=4)(=[O:21])=[O:20])[CH:16]=[CH:17][C:10]=3[CH:9]=[CH:8][C:5]2=[N:6][CH:7]=1.[CH3:30][N:31]1[CH:35]=[C:34](B2OC(C)(C)C(C)(C)O2)[CH:33]=[N:32]1.[F-].[K+].F[B-](F)(F)F.C([PH+](C(C)(C)C)C(C)(C)C)(C)(C)C>C1C=CC(/C=C/C(/C=C/C2C=CC=CC=2)=O)=CC=1.C1C=CC(/C=C/C(/C=C/C2C=CC=CC=2)=O)=CC=1.C1C=CC(/C=C/C(/C=C/C2C=CC=CC=2)=O)=CC=1.[Pd].[Pd].CN(C=O)C>[CH3:30][N:31]1[CH:35]=[C:34]([C:2]2[CH:3]=[C:4]3[C:12](=[O:13])[C:11]4[CH:14]=[C:15]([CH2:18][S:19]([NH:22][CH2:23][C:24]5[CH:29]=[CH:28][CH:27]=[CH:26][N:25]=5)(=[O:21])=[O:20])[CH:16]=[CH:17][C:10]=4[CH:9]=[CH:8][C:5]3=[N:6][CH:7]=2)[CH:33]=[N:32]1 |f:2.3,4.5,6.7.8.9.10|. Procedure: 1-(3-Chloro-5-oxo-5H-benzo[4,5]cyclohepta[1,2-b]pyridin-7-yl)-N-(pyridin-2-ylmethyl)methanesulfonamide (31.0 g, 72.8 mmol), 1-methyl-4-(4,4,5,5-tetramethyl-1,3,2-dioxaborolan-2-yl)-1H pyrazole (22.72 g, 109 mmol), potassium fluoride (13.96 g, 240 mmol), tri-t-butylphosphonium tetrafluoroborate (2.112 g, 7.28 mmol), and Pd2(dba)3 (3.33 g, 3.64 mmol) were placed in a flask under an atmosphere of argon. DMF (364 ml) was added and argon was bubbled through the solution for several minutes. The solut... Reactants: Cl (HCl), CNC(NN)=S (4-methylthiosemicarbazide), C(C(C)(C)C)(=O)O (pivalic acid), P(=O)(Cl)(Cl)Cl (phosphorus oxychloride). Solvent: O1CCOCC1 (dioxane). Product: C(C)(C)(C)C=1SC(=NN1)NC (2-tert.butyl-5-methylamino-1,3,4-thiadiazole). The yield is 80.0%. RXN SMILES: [CH3:1][NH:2][C:3](=[S:6])[NH:4][NH2:5].[C:7](O)(=O)[C:8]([CH3:11])([CH3:10])[CH3:9].P(Cl)(Cl)(Cl)=O.Cl>O1CCOCC1>[C:8]([C:11]1[S:6][C:3]([NH:2][CH3:1])=[N:4][N:5]=1)([CH3:10])([CH3:9])[CH3:7]. Procedure: To a solution of 91.6 g of 4-methylthiosemicarbazide and 102.3 g of pivalic acid in 400 ml of dioxane at 90° is added slowly 160.5 g of phosphorus oxychloride at such a rate that the reaction temperature is maintained at 85°-90° C. without external heating. When the addition is complete, the mixture is heated at 85°-90° C until HCl evolution ceases (several hours), is cooled and the supernatant liquid decanted from the solid mass in the flask. The mass is broken up, slurried with 700 ml of water... Reactants: OCCBr, O=C([O-])O, CN(C)c1ccncc1, CCOC(C)=O, C(=NC1CCCCC1)=NC1CCCCC1, COc1cc(C=Cc2nc(C(=O)O)c(-c3ccc(F)cc3)[nH]2)ccc1-n1cnc(C)c1, [Na+], CN(C)C=O, O. Yields the product COc1cc(C=Cc2nc(C(=O)OCCBr)c(-c3ccc(F)cc3)[nH]2)ccc1-n1cnc(C)c1. Reaction SMILES: [Br:47][CH2:48][CH2:49][OH:50].[C:52](=[O:53])([OH:54])[O-:55].[CH3:57][N:58]([c:59]1[cH:60][cH:61][n:62][cH:63][cH:64]1)[CH3:65].[CH3:71][CH2:72][O:73][C:74](=[O:75])[CH3:76].[CH:1]1([N:2]=[C:3]=[N:4][CH:5]2[CH2:6][CH2:7][CH2:8][CH2:9][CH2:10]2)[CH2:11][CH2:12][CH2:13][CH2:14][CH2:15]1.[F:16][c:17]1[cH:18][cH:19][c:20](-[c:23]2[c:24]([C:44](=[O:45])[OH:46])[n:25][c:26]([CH:28]=[CH:29][c:30]3[cH:31][c:32]([O:42][CH3:43])[c:33](-[n:36]4[cH:37][n:38][c:39]([CH3:41])[cH:40]4)[cH:34][cH:35]3)[nH:27]2)[cH:21][cH:22]1.[Na+:56].[O:66]=[CH:67][N:68]([CH3:69])[CH3:70].[OH2:51]>>[F:16][c:17]1[cH:18][cH:19][c:20](-[c:23]2[c:24]([C:44](=[O:45])[O:46][CH2:49][CH2:48][Br:47])[n:25][c:26]([CH:28]=[CH:29][c:30]3[cH:31][c:32]([O:42][CH3:43])[c:33](-[n:36]4[cH:37][n:38][c:39]([CH3:41])[cH:40]4)[cH:34][cH:35]3)[nH:27]2)[cH:21][cH:22]1. Reactants: [Al+3], CCOC(=O)c1cccc(OC(C)(C)C)c1, [H-], [H-], [H-], [H-], [Li+], C1CCOC1, O. Product: CC(C)(C)Oc1cccc(CO)c1. RXN SMILES: [Al+3:18].[C:1]([CH3:2])([CH3:3])([CH3:4])[O:5][c:6]1[cH:7][c:8]([C:9](=[O:10])[O:11][CH2:12][CH3:13])[cH:14][cH:15][cH:16]1.[H-:17].[H-:20].[H-:21].[H-:22].[Li+:19].[O:24]1[CH2:25][CH2:26][CH2:27][CH2:28]1.[OH2:23]>>[C:1]([CH3:2])([CH3:3])([CH3:4])[O:5][c:6]1[cH:7][c:8]([CH2:9][OH:10])[cH:14][cH:15][cH:16]1. The reactants are CC(=O)OC1CCCCC1Oc1ccc(Br)cc1, CO, [Li+], [OH-], O, O. Product: OC1CCCCC1Oc1ccc(Br)cc1. RXN SMILES: [C:1](=[O:2])([CH3:3])[O:4][CH:5]1[CH:6]([O:11][c:12]2[cH:13][cH:14][c:15]([Br:18])[cH:16][cH:17]2)[CH2:7][CH2:8][CH2:9][CH2:10]1.[CH3:22][OH:23].[Li+:21].[OH-:20].[OH2:19].[OH2:24]>>[OH:4][CH:5]1[CH:6]([O:11][c:12]2[cH:13][cH:14][c:15]([Br:18])[cH:16][cH:17]2)[CH2:7][CH2:8][CH2:9][CH2:10]1.